From a dataset of the Open Reaction Database (ORD), a public repository of structured organic reaction records. describe an organic reaction: reactants, conditions, products, and yield The reactants are O=C([O-])[O-], C1CSCCN1, CSc1nc(Cl)c([N+](=O)[O-])c(NC2CCCCC2)n1, CC(C)=O, [K+], [K+], O. RXN SMILES: [C:20](=[O:21])([O-:22])[O-:23].[CH2:26]1[CH2:27][S:28][CH2:29][CH2:30][NH:31]1.[CH3:1][S:2][c:3]1[n:4][c:5]([NH:13][CH:14]2[CH2:15][CH2:16][CH2:17][CH2:18][CH2:19]2)[c:6]([N+:10](=[O:11])[O-:12])[c:7]([Cl:9])[n:8]1.[CH3:32][C:33](=[O:34])[CH3:35].[K+:24].[K+:25].[OH2:36]>>[CH3:1][S:2][c:3]1[n:4][c:5]([NH:13][CH:14]2[CH2:15][CH2:16][CH2:17][CH2:18][CH2:19]2)[c:6]([N+:10](=[O:11])[O-:12])[c:7]([N:31]2[CH2:26][CH2:27][S:28][CH2:29][CH2:30]2)[n:8]1. The product is CSc1nc(NC2CCCCC2)c([N+](=O)[O-])c(N2CCSCC2)n1. The reactants are CCCC1=C(C(=O)OCCC#N)C(c2ccc([N+](=O)[O-])cc2)C(C(=O)OCc2ccccc2)=C(CCC)N1, ClC(Cl)Cl. Product: CCCC1=C(C(=O)O)C(c2ccc([N+](=O)[O-])cc2)C(C(=O)OCCC#N)=C(CCC)N1. Reaction SMILES: [CH2:1]([c:2]1[cH:3][cH:4][cH:5][cH:6][cH:7]1)[O:8][C:9](=[O:10])[C:11]1=[C:16]([CH2:17][CH2:18][CH3:19])[NH:15][C:14]([CH2:20][CH2:21][CH3:22])=[C:13]([C:23](=[O:24])[O:25][CH2:26][CH2:27][C:28]#[N:29])[CH:12]1[c:30]1[cH:31][cH:32][c:33]([N+:36](=[O:37])[O-:38])[cH:34][cH:35]1.[Cl:39][CH:40]([Cl:41])[Cl:42]>>[O:8]=[C:9]([OH:10])[C:11]1=[C:16]([CH2:17][CH2:18][CH3:19])[NH:15][C:14]([CH2:20][CH2:21][CH3:22])=[C:13]([C:23](=[O:24])[O:25][CH2:26][CH2:27][C:28]#[N:29])[CH:12]1[c:30]1[cH:31][cH:32][c:33]([N+:36](=[O:37])[O-:38])[cH:34][cH:35]1.